Dataset: the Open Reaction Database (ORD), a public repository of structured organic reaction records. Task: describe an organic reaction: reactants, conditions, products, and yield Reactants: C1(=CC=CC=C1)OC(=O)N1CC(=CC=C1)Cl (3-chloro-2H-pyridine-1-carboxylic acid phenyl ester), CC(=O)[O-].[K+] (KOAc), P(=O)(Cl)(Cl)Cl (Phosphorus oxychloride), CN(C)C=O (DMF). Solvent: O (water), ClCCl (dichloromethane), ClCCl (dichloromethane). Conditions: temperature 0 celsius, time 25 minute. Product: C1(=CC=CC=C1)OC(=O)N1CC(=CC(=C1)C=O)Cl (3-chloro-5-formyl-2H-pyridine-1-carboxylic acid phenyl ester). Yield: 96.6%. Reaction SMILES: P(Cl)(Cl)(Cl)=O.CN([CH:9]=[O:10])C.[C:11]1([O:17][C:18]([N:20]2[CH:25]=[CH:24][CH:23]=[C:22]([Cl:26])[CH2:21]2)=[O:19])[CH:16]=[CH:15][CH:14]=[CH:13][CH:12]=1.CC([O-])=O.[K+]>ClCCl.O>[C:11]1([O:17][C:18]([N:20]2[CH:25]=[C:24]([CH:9]=[O:10])[CH:23]=[C:22]([Cl:26])[CH2:21]2)=[O:19])[CH:12]=[CH:13][CH:14]=[CH:15][CH:16]=1 |f:3.4|. Procedure details: Phosphorus oxychloride (5.4 g, 57.9 mmol) was added slowly to a stirred solution of DMF (8.9 mL, 116 mmol) in dichloromethane (10 mL) at 0° C. After addition, the solution was stirred at same temperature for 25 min., then transferred a solution of 3-chloro-2H-pyridine-1-carboxylic acid phenyl ester (5.67 g, 26.3 mmol) in anhydrous dichloromethane (50 mL) at 0° C. The ice bath was removed and stirring was continued at r.t. for 2 h, then the mixture was refluxed for 40 min. After the mixture was c... Reactants: ON1N=NC2=C1C=CC=C2 (1-hydroxybenzotriazole), Cl.C(C)N=C=NCCCN(C)C (1-ethyl-3-(3′-dimethylaminopropyl)carbodiimide hydrochloride), C1(=CC=CC=C1)C=1N=C(OC1C1=CC=CC=C1)C=1C(CCCC1)CC=1C=C(C(=O)O)C=CC1 ((±)-3-{[2-(4,5-diphenyloxazol-2-yl)-2-cyclohexen-1-yl]methyl}benzoic acid), NCCC1=CC=C(C=C1)O (tyramine). Run in CN(C)C=O (DMF), CCOC(=O)C (EtOAc). Reaction conditions: time 3 hour. Product: OC1=CC=C(C=C1)CCNC(C1=CC(=CC=C1)CC1C(=CCCC1)C=1OC(=C(N1)C1=CC=CC=C1)C1=CC=CC=C1)=O ((±)-N-[2-(4-hydroxyphenyl)ethyl]-3-{[2-(4,5-diphenyloxazol-2-yl)-2-cyclohexen-1-yl]methyl}benzamide). The yield is 93.6%. Reaction SMILES: [C:1]1([C:7]2[N:8]=[C:9]([C:18]3[CH:19]([CH2:24][C:25]4[CH:26]=[C:27]([CH:31]=[CH:32][CH:33]=4)[C:28]([OH:30])=O)[CH2:20][CH2:21][CH2:22][CH:23]=3)[O:10][C:11]=2[C:12]2[CH:17]=[CH:16][CH:15]=[CH:14][CH:13]=2)[CH:6]=[CH:5][CH:4]=[CH:3][CH:2]=1.[NH2:34][CH2:35][CH2:36][C:37]1[CH:42]=[CH:41][C:40]([OH:43])=[CH:39][CH:38]=1.ON1C2C=CC=CC=2N=N1.Cl.C(N=C=NCCCN(C)C)C>CN(C=O)C.CCOC(C)=O>[OH:43][C:40]1[CH:41]=[CH:42][C:37]([CH2:36][CH2:35][NH:34][C:28](=[O:30])[C:27]2[CH:31]=[CH:32][CH:33]=[C:25]([CH2:24][CH:19]3[CH2:20][CH2:21][CH2:22][CH:23]=[C:18]3[C:9]3[O:10][C:11]([C:12]4[CH:13]=[CH:14][CH:15]=[CH:16][CH:17]=4)=[C:7]([C:1]4[CH:6]=[CH:5][CH:4]=[CH:3][CH:2]=4)[N:8]=3)[CH:26]=2)=[CH:38][CH:39]=1 |f:3.4|. Reported procedure: To a mixture of (±)-3-{[2-(4,5-diphenyloxazol-2-yl)-2-cyclohexen-1-yl]methyl}benzoic acid (300 mg, 0.690 mmol) and tyramine (123 mg, 0.897 mmol) in DMF (5 ml) was added 1-hydroxybenzotriazole (140 mg, 1.04 mmol) and 1-ethyl-3-(3′-dimethylaminopropyl)carbodiimide hydrochloride (265 mg, 1.38mmol). After stirring the resulting mixture at room temperature for 3 hours, the reaction mixture was diluted with EtOAc (30 ml), washed with 1N-hydrochloric acid, water, saturated sodium hydrogencarbonate solu... Reactants: CC(=O)Oc2ccc1ccccc1c2 (substrate), c4ccc(B3OB(c1ccccc1)OB(c2ccccc2)O3)cc4 (effective_coupling_partner). The reagents and catalysts are PCy3. Run at temperature 110 celsius, time 12 hour. The product is c3ccc(c2ccc1ccccc1c2)cc3.